Dataset: the Open Reaction Database (ORD), a public repository of structured organic reaction records. Task: describe an organic reaction: reactants, conditions, products, and yield The reactants are C1CCOC1 (THF), C[Si](C)(C)C#CC=1C(=NC=CC1)N (3-trimethylsilanylethynyl-pyridin-2-ylamine), [F-].C(CCC)[N+](CCCC)(CCCC)CCCC (tetrabutylammonium fluoride). The solvent is O (Water). Run at time 25 minute. The product is C(#C)C=1C(=NC=CC1)N (3-Ethynyl-pyridin-2-ylamine). Isolated yield 62.8%. Reaction SMILES: C1COCC1.C[Si]([C:10]#[C:11][C:12]1[C:13]([NH2:18])=[N:14][CH:15]=[CH:16][CH:17]=1)(C)C.[F-].C([N+](CCCC)(CCCC)CCCC)CCC>O>[C:11]([C:12]1[C:13]([NH2:18])=[N:14][CH:15]=[CH:16][CH:17]=1)#[CH:10] |f:2.3|. Procedure: To a THF (120 mL) solution of 3-trimethylsilanylethynyl-pyridin-2-ylamine (5.9 g) described in Manufacturing Example 1-1 was added tetrabutylammonium fluoride (34 mL: 1M THF solution) at 0° C., which was stirred for 25 minutes at room temperature. Water was added at 0° C. to the reaction solution, which was then extracted with ethyl acetate. The organic layer was washed with water and saturated brine, then dried over anhydrous magnesium sulfate, and filtered, after which the filtrate was concent...